From a dataset of the Open Reaction Database (ORD), a public repository of structured organic reaction records. describe an organic reaction: reactants, conditions, products, and yield Starting materials: Cc1cc(C)cc(OCC(=O)O)c1, O=S(Cl)Cl, c1ccccc1. The product is Cc1cc(C)cc(OCC(=O)O)c1, [Cl-]. As a reaction SMILES: [CH3:1][c:2]1[cH:3][c:4]([O:5][CH2:6][C:7](=[O:8])[OH:9])[cH:10][c:11]([CH3:13])[cH:12]1.[S:14]([Cl:15])([Cl:16])=[O:17].[cH:18]1[cH:19][cH:20][cH:21][cH:22][cH:23]1>>[CH3:1][c:2]1[cH:3][c:4]([O:5][CH2:6][C:7](=[O:8])[OH:9])[cH:10][c:11]([CH3:13])[cH:12]1.[Cl-:16]. Yields the product COC(C(CC=1N=CN(C1)C(C1=CC=CC=C1)(C1=CC=CC=C1)C1=CC=CC=C1)(CC=1N=CN(C1)C(C1=CC=CC=C1)(C1=CC=CC=C1)C1=CC=CC=C1)N)=O (2-Amino-3-(1-trityl-1H-imidazol-4-yl)-2-(1-trityl-1H-imidazol-4-ylmethyl)-propionic acid methyl ester). Procedure: The crude title compound of 53A was dissolved in anhydrous THF (40 ml). To the reaction was added 10 ml of a solution of 2.0 M aqueous hydrochloric acid (HCl) at 0° C. The mixture was stirred at ambient temperature for two hours. The reaction was subsequently concentrated under vacuum to remove the THF. The reaction was then partitioned between ethyl ether and water. The aqueous layer was washed two more times with ethyl ether. The pH of the aqueous layer was then adjusted to 9 with sodium carbo... Reactants: COC(C(CC=1N=CN(C1)C(C1=CC=CC=C1)(C1=CC=CC=C1)C1=CC=CC=C1)(CC=1N=CN(C1)C(C1=CC=CC=C1)(C1=CC=CC=C1)C1=CC=CC=C1)N=CC1=CC=CC=C1)=O (2-(Benzylidene-amino)-3-(1-trityl-1H-imidazol-4-yl)-2-(1-trityl-1H-imidazol-4-ylmethyl)-propionic acid methyl ester). As a reaction SMILES: [CH3:1][O:2][C:3](=[O:63])[C:4]([N:55]=CC1C=CC=CC=1)([CH2:30][C:31]1[N:32]=[CH:33][N:34]([C:36]([C:49]2[CH:54]=[CH:53][CH:52]=[CH:51][CH:50]=2)([C:43]2[CH:48]=[CH:47][CH:46]=[CH:45][CH:44]=2)[C:37]2[CH:42]=[CH:41][CH:40]=[CH:39][CH:38]=2)[CH:35]=1)[CH2:5][C:6]1[N:7]=[CH:8][N:9]([C:11]([C:24]2[CH:29]=[CH:28][CH:27]=[CH:26][CH:25]=2)([C:18]2[CH:23]=[CH:22][CH:21]=[CH:20][CH:19]=2)[C:12]2[CH:17]=[CH:16][CH:15]=[CH:14][CH:13]=2)[CH:10]=1>C1COCC1>[CH3:1][O:2][C:3](=[O:63])[C:4]([NH2:55])([CH2:5][C:6]1[N:7]=[CH:8][N:9]([C:11]([C:12]2[CH:17]=[CH:16][CH:15]=[CH:14][CH:13]=2)([C:24]2[CH:29]=[CH:28][CH:27]=[CH:26][CH:25]=2)[C:18]2[CH:19]=[CH:20][CH:21]=[CH:22][CH:23]=2)[CH:10]=1)[CH2:30][C:31]1[N:32]=[CH:33][N:34]([C:36]([C:43]2[CH:48]=[CH:47][CH:46]=[CH:45][CH:44]=2)([C:49]2[CH:54]=[CH:53][CH:52]=[CH:51][CH:50]=2)[C:37]2[CH:38]=[CH:39][CH:40]=[CH:41][CH:42]=2)[CH:35]=1. Run in C1CCOC1 (THF).